describe an organic reaction: reactants, conditions, products, and yield From a dataset of the Open Reaction Database (ORD), a public repository of structured organic reaction records. Reactants: Brc1cccc(Br)n1, O=C([O-])[O-], CN1CCCC1=O, CCOC(C)=O, NC1CC12CCOCC2, Cl, [K+], [K+]. Product: Brc1cccc(NC2CC23CCOCC3)n1. RXN SMILES: [Br:1][c:2]1[n:3][c:4]([Br:8])[cH:5][cH:6][cH:7]1.[C:19](=[O:20])([O-:21])[O-:22].[CH3:25][N:26]1[CH2:27][CH2:28][CH2:29][C:30]1=[O:31].[CH3:32][CH2:33][O:34][C:35]([CH3:36])=[O:37].[CH:10]1([NH2:18])[CH2:11][C:12]12[CH2:13][CH2:14][O:15][CH2:16][CH2:17]2.[ClH:9].[K+:23].[K+:24]>>[c:2]1([NH:18][CH:10]2[CH2:11][C:12]23[CH2:13][CH2:14][O:15][CH2:16][CH2:17]3)[n:3][c:4]([Br:8])[cH:5][cH:6][cH:7]1. Starting materials: O=C1NCCc2cc(NCc3ccccc3)ccc21, Cn1ccc(S(=O)(=O)Cl)n1, CC#N, c1ccncc1. The product is Cn1ccc(S(=O)(=O)N(Cc2ccccc2)c2ccc3c(c2)CCNC3=O)n1. Reaction SMILES: [CH2:1]([c:2]1[cH:3][cH:4][cH:5][cH:6][cH:7]1)[NH:8][c:9]1[cH:10][c:11]2[c:16]([cH:17][cH:18]1)[C:15](=[O:19])[NH:14][CH2:13][CH2:12]2.[CH3:26][n:27]1[n:28][c:29]([S:32](=[O:33])(=[O:34])[Cl:35])[cH:30][cH:31]1.[CH3:36][C:37]#[N:38].[cH:20]1[cH:21][cH:22][n:23][cH:24][cH:25]1>>[CH2:1]([c:2]1[cH:3][cH:4][cH:5][cH:6][cH:7]1)[N:8]([c:9]1[cH:10][c:11]2[c:16]([cH:17][cH:18]1)[C:15](=[O:19])[NH:14][CH2:13][CH2:12]2)[S:32]([c:29]1[n:28][n:27]([CH3:26])[cH:31][cH:30]1)(=[O:33])=[O:34]. The reactants are P12(=S)SP3(=S)SP(=S)(S1)SP(=S)(S2)S3 (phosphorus pentasulfide), ClC=1C(C(=C(C(C1Cl)=O)Cl)Cl)=O (2,3,5,6-tetrachloro-p-benzoquinone), ClC1=CC=C(C=C1)C(=C1C(CC(CCC1)C(=O)OC)=O)N (methyl 4-[(4-chlorophenyl)(amino)methylene]-3-oxocycloheptanecarboxylate). Run in C1=CC=CC=C1 (benzene). The product is ClC1=CC=C(C=C1)C1=NSC2=C1CCCC(C2)C(=O)OC (methyl 3-(4-chlorophenyl)-5,6,7,8-tetrahydro-4H-cyclohept[d]isothiazole-7-carboxylate). The yield is 34.5%. RXN SMILES: P12(SP3(SP(SP(S3)(S1)=S)(=S)S2)=S)=[S:2].ClC1C(=O)C(Cl)=C(Cl)C(=O)C=1Cl.[Cl:27][C:28]1[CH:33]=[CH:32][C:31]([C:34]([NH2:47])=[C:35]2[CH2:41][CH2:40][CH2:39][CH:38]([C:42]([O:44][CH3:45])=[O:43])[CH2:37][C:36]2=O)=[CH:30][CH:29]=1>C1C=CC=CC=1>[Cl:27][C:28]1[CH:33]=[CH:32][C:31]([C:34]2[C:35]3[CH2:41][CH2:40][CH2:39][CH:38]([C:42]([O:44][CH3:45])=[O:43])[CH2:37][C:36]=3[S:2][N:47]=2)=[CH:30][CH:29]=1. Procedure details: 2 g of dry diatomaceous earth were stirred in 15 ml of dry benzene and 2 g (9 mmol) of phosphorus pentasulfide and 0.4 g (1.6 mmol) of 2,3,5,6-tetrachloro-p-benzoquinone was added. 0.5 g (1.62 mmol) of methyl 4-[(4-chlorophenyl)(amino)methylene]-3-oxocycloheptanecarboxylate was added and the mixture was heated under reflux for 0.5 hour. The mixture was filtered and the filter cake was washed with six 20 ml portions of hot ethyl acetate. The combined filtrate and washings were evaporated and the ...